Dataset: the Open Reaction Database (ORD), a public repository of structured organic reaction records. Task: describe an organic reaction: reactants, conditions, products, and yield The reactants are COC1=C(C=C(C=C1)Br)C(C=O)(C)C (2-(2-Methoxy-5-bromophenyl)-2-methyl-1-propanal), Cl.N1=CC=CC=C1 (pyridine hydrochloride), ice water, Cl (hydrochloric acid). Run in CCOCC (ether). Conditions: time 50 minute. Yields the product BrC=1C=CC2=C(C(C(O2)O)(C)C)C1 (5-Bromo-2,3-dihydro-3,3-dimethyl-2-hydroxybenzofuran). Reaction SMILES: C[O:2][C:3]1[CH:8]=[CH:7][C:6]([Br:9])=[CH:5][C:4]=1[C:10]([CH3:14])([CH3:13])[CH:11]=[O:12].Cl.N1C=CC=CC=1.Cl>CCOCC>[Br:9][C:6]1[CH:7]=[CH:8][C:3]2[O:2][CH:11]([OH:12])[C:10]([CH3:14])([CH3:13])[C:4]=2[CH:5]=1 |f:1.2|. Reported procedure: 2-(2-Methoxy-5-bromophenyl)-2-methyl-1-propanal (30 g, 0.115 mole) was added to molten pyridine hydrochloride (60 g) and the mixture heated with stirring at 190°-200° C. for 50 minutes. Addition to ice-water containing a little hydrochloric acid and isolated through ether gave, after recrystallisation from petroleum ether (b.p. 80°-100° C.) 11.7 g (42%) title product m.p. 114°-5° C. Starting materials: P(OCC)(OCC)[O-] (diethyl phosphite), C=O (paraformaldehyde), C1(=CC=C(C=C1)S(=O)(=O)Cl)C (p-toluenesulfonyl chloride). Run in C1(=CC=CC=C1)C (toluene), C(C)N(CC)CC (triethylamine), C(C)N(CC)CC (triethylamine). Run at time 2 hour. Yields the product C1(=CC=C(C=C1)S(=O)(=O)OCP(OCC)(OCC)=O)C (Diethyl p-toluenesulfonyloxymethylphosphonate). Isolated yield 77.6%. As a reaction SMILES: [P:1]([O-:8])([O:5][CH2:6][CH3:7])[O:2][CH2:3][CH3:4].[CH2:9]=[O:10].[C:11]1([CH3:21])[CH:16]=[CH:15][C:14]([S:17](Cl)(=[O:19])=[O:18])=[CH:13][CH:12]=1>C(N(CC)CC)C.C1(C)C=CC=CC=1>[C:11]1([CH3:21])[CH:16]=[CH:15][C:14]([S:17]([O:10][CH2:9][P:1](=[O:8])([O:5][CH2:6][CH3:7])[O:2][CH2:3][CH3:4])(=[O:19])=[O:18])=[CH:13][CH:12]=1. Reported procedure: A 12 L, 3-neck round bottom flask was equipped with a mechanical stirrer, condenser, thermometer and heating mantle. The flask was flushed with nitrogen and charged with diethyl phosphite (554 g, 3.77 mol), paraformaldehyde (142 g, 4.72 mol), toluene (2 L) and triethylamine (53 mL, 5.76 mol). The mixture was stirred at 85-90° for 2 h, then at reflux for 1 h. The resulting yellow solution was cooled to 4° C. (ice bath) and p-toluenesulfonyl chloride (718 g, 3.77 mol) was added. The condenser was ... The reactants are CN(C)C(=O)C1=CC2=C(C(=C1)C3CCCN3)OC(=CC2=O)N4CCOCC4, C1=CC(=CC=C1F)Br. Reagents/catalysts: C(=O)([O-])[O-].[Cs+].[Cs+], CC1(C2=C(C(=CC=C2)P(C3=CC=CC=C3)C4=CC=CC=C4)OC5=C1C=CC=C5P(C6=CC=CC=C6)C7=CC=CC=C7)C, CC(=O)O.CC(=O)O.[Pd]. The solvent is C1COCCO1. Conditions: temperature 100 celsius. Product: CN(C)C(=O)C1=CC2=C(C(=C1)C3CCCN3C4=CC=C(C=C4)F)OC(=CC2=O)N5CCOCC5. Yield: 15.0%. Procedure details: diacetoxypalladium (7.56 mg, 0.03 mmol) was added to a stirred mixture of N,N-dimethyl-2-morpholino-4-oxo-8-(pyrrolidin-2-yl)-4H-chromene-6-carboxamide (250 mg, 0.67 mmol), (9,9-dimethyl-9H-xanthene-4,5-diyl)bis(diphenylphosphine) (38.9 mg, 0.07 mmol), 1-bromo-4-fluorobenzene (0.092 ml, 0.84 mmol) and cesium carbonate (329 mg, 1.01 mmol) dissolved in 1,4-dioxane (5 ml). The resulting suspension was degased with argon and then stirred at 100 °C for 15 hours.  The reaction mixture was allowed to c... The reactants are C1COCCO1, [Na+], [Na+], O=S([O-])([O-])=S, O=[Os](=O)(=O)=O, O, C=Cc1cc(N(COCC[Si](C)(C)C)COCC[Si](C)(C)C)n2ncc(-c3cnc4ccccc4c3)c2n1, Cc1cccc(C)n1. Product: C[Si](C)(C)CCOCN(COCC[Si](C)(C)C)c1cc(C=O)nc2c(-c3cnc4ccccc4c3)cnn12. RXN SMILES: [CH2:55]1[O:56][CH2:57][CH2:58][O:59][CH2:60]1.[Na+:48].[Na+:49].[O-:50][S:51]([O-:52])(=[S:53])=[O:54].[O:61]=[Os:62](=[O:63])(=[O:64])=[O:65].[OH2:47].[n:1]1[cH:2][c:3](-[c:11]2[cH:12][n:13][n:14]3[c:15]2[n:16][c:17]([CH:37]=[CH2:38])[cH:18][c:19]3[N:20]([CH2:21][O:22][CH2:23][CH2:24][Si:25]([CH3:26])([CH3:27])[CH3:28])[CH2:29][O:30][CH2:31][CH2:32][Si:33]([CH3:34])([CH3:35])[CH3:36])[cH:4][c:5]2[cH:6][cH:7][cH:8][cH:9][c:10]12.[n:39]1[c:40]([CH3:41])[cH:42][cH:43][cH:44][c:45]1[CH3:46]>>[n:1]1[cH:2][c:3](-[c:11]2[cH:12][n:13][n:14]3[c:15]2[n:16][c:17]([CH:37]=[O:50])[cH:18][c:19]3[N:20]([CH2:21][O:22][CH2:23][CH2:24][Si:25]([CH3:26])([CH3:27])[CH3:28])[CH2:29][O:30][CH2:31][CH2:32][Si:33]([CH3:34])([CH3:35])[CH3:36])[cH:4][c:5]2[cH:6][cH:7][cH:8][cH:9][c:10]12. The reactants are NCCC(=O)O, O=Cc1ccc(N2CCC3(CC2)OCCO3)c(F)c1, O=C1CSC(=O)N1. The product is O=C1NC(=O)C(=Cc2ccc(N3CCC4(CC3)OCCO4)c(F)c2)S1. Reaction SMILES: [NH2:27][CH2:28][CH2:29][C:30]([OH:31])=[O:32].[O:1]1[CH2:2][CH2:3][O:4][C:5]12[CH2:6][CH2:7][N:8]([c:11]1[c:12]([F:19])[cH:13][c:14]([CH:15]=[O:16])[cH:17][cH:18]1)[CH2:9][CH2:10]2.[S:20]1[C:21](=[O:26])[NH:22][C:23](=[O:25])[CH2:24]1>>[O:1]1[CH2:2][CH2:3][O:4][C:5]12[CH2:6][CH2:7][N:8]([c:11]1[c:12]([F:19])[cH:13][c:14]([CH:15]=[C:24]3[S:20][C:21](=[O:26])[NH:22][C:23]3=[O:25])[cH:17][cH:18]1)[CH2:9][CH2:10]2. Starting materials: Cc1cc(COc2ccc(C3=NOC(CO)(C(C)(C)O[SiH2]C(C)(C)C)C3)cc2)c2ccccc2n1, ClCCl. The product is Cc1cc(COc2ccc(C3=NOC(C=O)(C(C)(C)O[SiH2]C(C)(C)C)C3)cc2)c2ccccc2n1. RXN SMILES: [C:1]([CH3:2])([CH3:3])([CH3:4])[SiH2:5][O:6][C:7]([C:8]1([CH2:32][OH:33])[CH2:9][C:10]([c:13]2[cH:14][cH:15][c:16]([O:19][CH2:20][c:21]3[cH:22][c:23]([CH3:31])[n:24][c:25]4[cH:26][cH:27][cH:28][cH:29][c:30]34)[cH:17][cH:18]2)=[N:11][O:12]1)([CH3:34])[CH3:35].[CH2:36]([Cl:37])[Cl:38]>>[C:1]([CH3:2])([CH3:3])([CH3:4])[SiH2:5][O:6][C:7]([C:8]1([CH:32]=[O:33])[CH2:9][C:10]([c:13]2[cH:14][cH:15][c:16]([O:19][CH2:20][c:21]3[cH:22][c:23]([CH3:31])[n:24][c:25]4[cH:26][cH:27][cH:28][cH:29][c:30]34)[cH:17][cH:18]2)=[N:11][O:12]1)([CH3:34])[CH3:35]. Reactants: ClCC1=C2C(=NC=C1)N(C(=C2)C2=CN(C=1C2=NC(=C(C1)OC)OC)C)S(=O)(=O)C1=CC=C(C=C1)C (3-[4-chloromethyl-1-(toluene-4-sulfonyl)-1H-pyrrolo[2,3-b]pyridin-2-yl]-5,6-dimethoxy-1-methyl-1H-pyrrolo[3,2-b]pyridine), NC1CCN(CC1)C(=O)OC(C)(C)C (4-amino-1-Boc-piperidine). Yields the product COC1=C(C=C2C(=N1)C(=CN2C)C2=CC=1C(=NC=CC1CNC1CCN(CC1)C(=O)OC(C)(C)C)N2S(=O)(=O)C2=CC=C(C=C2)C)OC (tert-butyl 4-{[2-(5,6-dimethoxy-1-methyl-1H-pyrrolo[3,2-b]pyridin-3-yl)-1-(toluene-4-sulfonyl)-1H-pyrrolo[2,3-b]pyridin-4-ylmethyl]amino}piperidine-1-carboxylate). Isolated yield 40.6%. As a reaction SMILES: Cl[CH2:2][C:3]1[CH:8]=[CH:7][N:6]=[C:5]2[N:9]([S:26]([C:29]3[CH:34]=[CH:33][C:32]([CH3:35])=[CH:31][CH:30]=3)(=[O:28])=[O:27])[C:10]([C:12]3[C:16]4=[N:17][C:18]([O:23][CH3:24])=[C:19]([O:21][CH3:22])[CH:20]=[C:15]4[N:14]([CH3:25])[CH:13]=3)=[CH:11][C:4]=12.[NH2:36][CH:37]1[CH2:42][CH2:41][N:40]([C:43]([O:45][C:46]([CH3:49])([CH3:48])[CH3:47])=[O:44])[CH2:39][CH2:38]1>>[CH3:24][O:23][C:18]1[N:17]=[C:16]2[C:12]([C:10]3[N:9]([S:26]([C:29]4[CH:34]=[CH:33][C:32]([CH3:35])=[CH:31][CH:30]=4)(=[O:28])=[O:27])[C:5]4=[N:6][CH:7]=[CH:8][C:3]([CH2:2][NH:36][CH:37]5[CH2:38][CH2:39][N:40]([C:43]([O:45][C:46]([CH3:49])([CH3:48])[CH3:47])=[O:44])[CH2:41][CH2:42]5)=[C:4]4[CH:11]=3)=[CH:13][N:14]([CH3:25])[C:15]2=[CH:20][C:19]=1[O:21][CH3:22]. Procedure: The product is prepared by following the procedure described in example 52c, starting with 0.3 g of 3-[4-chloromethyl-1-(toluene-4-sulfonyl)-1H-pyrrolo[2,3-b]pyridin-2-yl]-5,6-dimethoxy-1-methyl-1H-pyrrolo[3,2-b]pyridine and 0.253 g of 4-amino-1-Boc-piperidine instead of the N-Boc-ethylenediamine used in example 52c. 0.161 g of tert-butyl 4-{[2-(5,6-dimethoxy-1-methyl-1H-pyrrolo[3,2-b]pyridin-3-yl)-1-(toluene-4-sulfonyl)-1H-pyrrolo[2,3-b]pyridin-4-ylmethyl]amino}piperidine-1-carboxylate is obtai... Reactants: Nc1cc(Cl)ccc1Br, CCOC(C)=O, Cl, [I-], [K+], O=N[O-], [Na+], O. Yields the product Clc1ccc(Br)c(I)c1. RXN SMILES: [Br:1][c:2]1[c:3]([NH2:9])[cH:4][c:5]([Cl:8])[cH:6][cH:7]1.[CH3:18][CH2:19][O:20][C:21]([CH3:22])=[O:23].[ClH:16].[I-:15].[K+:14].[N:10]([O-:11])=[O:12].[Na+:13].[OH2:17]>>[Br:1][c:2]1[c:3]([I:15])[cH:4][c:5]([Cl:8])[cH:6][cH:7]1. The reactants are CCCCC(C)(C)C(O)C=CI, BrC(c1ccccc1)(c1ccccc1)c1ccccc1. Yields the product CCCCC(C)(C)C(C=CI)OC(c1ccccc1)(c1ccccc1)c1ccccc1. RXN SMILES: [CH3:1][C:2]([CH:3]([CH:4]=[CH:5][I:6])[OH:7])([CH2:8][CH2:9][CH2:10][CH3:11])[CH3:12].[c:13]1([C:19]([c:20]2[cH:21][cH:22][cH:23][cH:24][cH:25]2)([c:26]2[cH:27][cH:28][cH:29][cH:30][cH:31]2)[Br:32])[cH:14][cH:15][cH:16][cH:17][cH:18]1>>[CH3:1][C:2]([CH:3]([CH:4]=[CH:5][I:6])[O:7][C:19]([c:13]1[cH:14][cH:15][cH:16][cH:17][cH:18]1)([c:20]1[cH:21][cH:22][cH:23][cH:24][cH:25]1)[c:26]1[cH:27][cH:28][cH:29][cH:30][cH:31]1)([CH2:8][CH2:9][CH2:10][CH3:11])[CH3:12]. Reactants: C(C)(=O)OCCCN1C(N(C(=C(C1=O)[N+](=O)[O-])C)C)=O (3-(3,4-dimethyl-5-nitro-2,6-dioxo-2,3-dihydropyrimidin-1(6H)-yl)propyl acetate), ClC=1C=C(C=O)C=CC1 (3-chlorobenzaldehyde), C(C)(=O)[O-].[Na+] (sodium acetate). Solvent: CC(=O)O (HOAc), CC(OCC)=O (EA), O (water). Run at temperature 150 celsius. The product is C(C)(=O)OCCCN1C(N(C(=C(C1=O)[N+](=O)[O-])\C=C\C1=CC(=CC=C1)Cl)C)=O ((E)-3-(4-(3-chlorostyryl)-3-methyl-5-nitro-2,6-dioxo-2,3-dihydropyrimidin-1 (6H)-yl)propyl acetate). Isolated yield 16.3%. Reaction SMILES: [C:1]([O:4][CH2:5][CH2:6][CH2:7][N:8]1[C:13](=[O:14])[C:12]([N+:15]([O-:17])=[O:16])=[C:11]([CH3:18])[N:10]([CH3:19])[C:9]1=[O:20])(=[O:3])[CH3:2].[Cl:21][C:22]1[CH:23]=[C:24]([CH:27]=[CH:28][CH:29]=1)[CH:25]=O.C([O-])(=O)C.[Na+]>CC(O)=O.CC(=O)OCC.O>[C:1]([O:4][CH2:5][CH2:6][CH2:7][N:8]1[C:13](=[O:14])[C:12]([N+:15]([O-:17])=[O:16])=[C:11](/[CH:18]=[CH:25]/[C:24]2[CH:27]=[CH:28][CH:29]=[C:22]([Cl:21])[CH:23]=2)[N:10]([CH3:19])[C:9]1=[O:20])(=[O:3])[CH3:2] |f:2.3|. Procedure details: To a solution of 3-(3,4-dimethyl-5-nitro-2,6-dioxo-2,3-dihydropyrimidin-1(6H)-yl)propyl acetate (300 mg, 1.05 mmol) in HOAc (0.7 mL) was added 3-chlorobenzaldehyde (221 mg, 1.58 mmol) and sodium acetate (431 mg, 5.26 mmol). The reaction was heated at 150° C. for 7 h, cooled to RT then diluted with EA (20 mL) and water (20 mL). The organic layer was dried over Na2SO4 and concentrated to a residue which was purified by chromatography PE/EA (5:1 to 2:1) to give (E)-3-(4-(3-chlorostyryl)-3-methyl-5-...